This data is from the Open Reaction Database (ORD), a public repository of structured organic reaction records. The task is: describe an organic reaction: reactants, conditions, products, and yield The reactants are Clc1cc(Br)ccc1I, CC(=O)[O-], CC(=O)[O-], C1CCOC1, CCOC(C)=O, CC(C)[Mg+], [Cl-], O=C(Cl)c1cc([N+](=O)[O-])ccc1Cl, Cl, [Cu+2], O, O. Yields the product O=C(c1ccc(Br)cc1Cl)c1cc([N+](=O)[O-])ccc1Cl. Reaction SMILES: [Br:1][c:2]1[cH:3][c:4]([Cl:9])[c:5]([I:8])[cH:6][cH:7]1.[C:41]([O-:42])(=[O:43])[CH3:44].[C:46]([O-:47])(=[O:48])[CH3:49].[CH2:36]1[O:37][CH2:38][CH2:39][CH2:40]1.[CH3:28][CH2:29][O:30][C:31]([CH3:32])=[O:33].[CH:11]([Mg+:12])([CH3:13])[CH3:14].[Cl-:10].[Cl:15][c:16]1[c:17]([C:18](=[O:19])[Cl:20])[cH:21][c:22]([N+:25](=[O:26])[O-:27])[cH:23][cH:24]1.[ClH:35].[Cu+2:45].[OH2:34].[OH2:50]>>[Br:1][c:2]1[cH:3][c:4]([Cl:9])[c:5]([C:18]([c:17]2[c:16]([Cl:15])[cH:24][cH:23][c:22]([N+:25](=[O:26])[O-:27])[cH:21]2)=[O:19])[cH:6][cH:7]1. The reactants are [N+](=O)([O-])C1=CC=C(COC(=O)CO\N=C(/C(=O)OC(C2=CC=CC=C2)C2=CC=CC=C2)\C=2N=C(SC2)NC(C2=CC=CC=C2)(C2=CC=CC=C2)C2=CC=CC=C2)C=C1 (Diphenylmethyl (Z)-2-(4-nitrobenzyloxycarbonyl)methoxyimino-2-(2-tritylaminothiazol-4-yl)acetate). The solvent is C(=O)O (formic acid). Product: NC=1SC=C(N1)/C(/C(=O)O)=N/OCC(=O)OCC1=CC=C(C=C1)[N+](=O)[O-] (2-(2-Aminothiazol-4-yl)-(Z)-2-[(4-nitrobenzyloxycarbonyl)methoxyimino]acetic acid), solid. As a reaction SMILES: [N+:1]([C:4]1[CH:58]=[CH:57][C:7]([CH2:8][O:9][C:10]([CH2:12][O:13]/[N:14]=[C:15](/[C:32]2[N:33]=[C:34]([NH:37]C(C3C=CC=CC=3)(C3C=CC=CC=3)C3C=CC=CC=3)[S:35][CH:36]=2)\[C:16]([O:18]C(C2C=CC=CC=2)C2C=CC=CC=2)=[O:17])=[O:11])=[CH:6][CH:5]=1)([O-:3])=[O:2]>C(O)=O>[NH2:37][C:34]1[S:35][CH:36]=[C:32](/[C:15](=[N:14]/[O:13][CH2:12][C:10]([O:9][CH2:8][C:7]2[CH:57]=[CH:58][C:4]([N+:1]([O-:3])=[O:2])=[CH:5][CH:6]=2)=[O:11])/[C:16]([OH:18])=[O:17])[N:33]=1. Procedure details: Diphenylmethyl (Z)-2-(4-nitrobenzyloxycarbonyl)methoxyimino-2-(2-tritylaminothiazol-4-yl)acetate (2.5 g) was treated with formic acid under the conditions described in Example 23d, increasing the reaction time to 26 h. The title compound was obtained as a white solid (1.13 g); νmax (Nujol) 3520, 1745, 1605, and 1510 cm-1 ; δH ((CD3)2SO) inter alia 4.85 (2H, s), 5.37 (2H, s), 6.86 (1H, s), 7.23 (2H, br. s), 7.57 and 8.23 (4H, ABq, J 8 Hz).